From a dataset of the Open Reaction Database (ORD), a public repository of structured organic reaction records. describe an organic reaction: reactants, conditions, products, and yield Reactants: FC=1C=NC=CC1C=1C=C2C(=NC1C=1C=NC=CC1)NC(=N2)S(=O)(=O)C (6-(3-fluoropyridin-4-yl)-2-(methylsulfonyl)-5-pyridin-3-yl-3H-imidazo[4,5-b]pyridine), N1CCOCC1 (morpholine). Solvent: O1CCOCC1 (dioxane). The product is FC=1C=NC=CC1C=1C=C2C(=NC1C=1C=NC=CC1)NC(=N2)N2CCOCC2 (6-(3-Fluoropyridin-4-yl)-2-morpholin-4-yl-5-pyridin-3-yl-3H-imidazo[4,5-b]pyridine). The yield is 43.0%. Reaction SMILES: [F:1][C:2]1[CH:3]=[N:4][CH:5]=[CH:6][C:7]=1[C:8]1[CH:9]=[C:10]2[N:22]=[C:21](S(C)(=O)=O)[NH:20][C:11]2=[N:12][C:13]=1[C:14]1[CH:15]=[N:16][CH:17]=[CH:18][CH:19]=1.[NH:27]1[CH2:32][CH2:31][O:30][CH2:29][CH2:28]1>O1CCOCC1>[F:1][C:2]1[CH:3]=[N:4][CH:5]=[CH:6][C:7]=1[C:8]1[CH:9]=[C:10]2[N:22]=[C:21]([N:27]3[CH2:32][CH2:31][O:30][CH2:29][CH2:28]3)[NH:20][C:11]2=[N:12][C:13]=1[C:14]1[CH:15]=[N:16][CH:17]=[CH:18][CH:19]=1. Procedure: A solution of 6-(3-fluoropyridin-4-yl)-2-(methylsulfonyl)-5-pyridin-3-yl-3H-imidazo[4,5-b]pyridine (0.025 g, 0.068 mmol), morpholine (0.024 mL, 0.268 mmol) in dioxane (0.5 mL) was heated in a sealed tube at 120° C. overnight. The solvent was evaporated and the residue was purified by silica gel flash chromatography (95:5 dichloromethane/methanol) to give the title compound (0.011 g, 44% of yield). The reactants are BrN1C(CCC1=O)=O (N-bromosuccinimide), NC1=NC(=NC(=C1)Cl)Cl (4-amino-2,6-dichloropyrimidine), O (water). The solvent is CN(C)C=O (DMF). Product: BrC=1C(=NC(=NC1Cl)Cl)N (5-bromo-2,6-dichloropyrimidine-4-amine). As a reaction SMILES: [NH2:1][C:2]1[CH:7]=[C:6]([Cl:8])[N:5]=[C:4]([Cl:9])[N:3]=1.[Br:10]N1C(=O)CCC1=O.O>CN(C=O)C>[Br:10][C:7]1[C:2]([NH2:1])=[N:3][C:4]([Cl:9])=[N:5][C:6]=1[Cl:8]. Procedure details: 2 g (12.2 mmol) of 4-amino-2,6-dichloropyrimidine were dissolved in 10 ml of DMF. To this solution were added 2.6 g (14.6 mmol) of N-bromosuccinimide. The reaction mixture was stirred at room temperature over night. The solution was poured onto 200 ml of cool water. The formed precipitate was filtered and washed with water. The product was obtained 2.7 g (91.9%) as a white powder.